From a dataset of the Open Reaction Database (ORD), a public repository of structured organic reaction records. describe an organic reaction: reactants, conditions, products, and yield Reactants: [Li]C(C)(C)C (tert-BuLi), BrC1=CNC2=C1N=CN=C2Cl (7-bromo-4-chloro-5H-pyrrolo[3,2-d]pyrimidine), FC(C(=O)C=1C=C2C=NN(C2=CC1)C1=CC=C(C=C1)F)(F)F (2,2,2-trifluoro-1-[1-(4-fluorophenyl)-1H-indazol-5-yl]ethanone). Solvent: C1CCOC1 (THF), C1CCOC1 (THF). Reaction conditions: time 5 minute. Product: ClC=1C2=C(N=CN1)C(=CN2)C(C(F)(F)F)(O)C=2C=C1C=NN(C1=CC2)C2=CC=C(C=C2)F (1-(4-Chloro-5H-pyrrolo[3,2-d]pyrimidin-7-yl)-2,2,2-trifluoro-1-[1-(4-fluorophenyl)-1H-indazol-5-yl]ethanol). The yield is 33.1%. As a reaction SMILES: Br[C:2]1[C:6]2[N:7]=[CH:8][N:9]=[C:10]([Cl:11])[C:5]=2[NH:4][CH:3]=1.[Li]C(C)(C)C.[F:17][C:18]([F:38])([F:37])[C:19]([C:21]1[CH:22]=[C:23]2[C:27](=[CH:28][CH:29]=1)[N:26]([C:30]1[CH:35]=[CH:34][C:33]([F:36])=[CH:32][CH:31]=1)[N:25]=[CH:24]2)=[O:20]>C1COCC1>[Cl:11][C:10]1[C:5]2[NH:4][CH:3]=[C:2]([C:19]([C:21]3[CH:22]=[C:23]4[C:27](=[CH:28][CH:29]=3)[N:26]([C:30]3[CH:35]=[CH:34][C:33]([F:36])=[CH:32][CH:31]=3)[N:25]=[CH:24]4)([OH:20])[C:18]([F:37])([F:17])[F:38])[C:6]=2[N:7]=[CH:8][N:9]=1. Procedure: To a chilled (−78° C.) solution of 7-bromo-4-chloro-5H-pyrrolo[3,2-d]pyrimidine (80 mg, 0.34 mmol, 1 equiv.) in 5 mL of THF was added tert-BuLi (1.7 M in pentane, 0.43 mL, 0.73 mmol, 2.1 equiv.) dropwise. After 5 minutes, a chilled (−78° C.) solution of 2,2,2-trifluoro-1-[1-(4-fluorophenyl)-1H-indazol-5-yl]ethanone (106 mg, 0.34 mmol, 1 equiv.) in 1 mL of THF was added in one portion. After 15 minutes, the reaction was quenched with 15 mL of water, warmed to room temperature, diluted with 100 mL... Reactants: ClC1=C(C=CC=C1)C1=NC=CN=C1 (2-(2-Chlorophenyl)pyrazine), FC1=C(C=CC(=C1)B1OC(C(O1)(C)C)(C)C)C=1N=CC(=NC1)N (5-(2-fluoro-4-(4,4,5,5-tetramethyl-1,3,2-dioxaborolan-2-yl)phenyl)pyrazin-2-amine). The reagents and catalysts are CC(C)C1=CC(=C(C(=C1)C(C)C)C2=CC(=CC=C2)P(C3CCCCC3)C4CCCCC4)C(C)C.C1=CC=C([C-]=C1)C2=CC=CC=C2N.Cl[Pd+] (chloro(2-dicyclohexylphosphino-2′,4′,6′-triisopropyl-1,1′-biphenyl)[2-(2′-amino-1,1′-biphenyl)]palladium(II)). Run at temperature 45 celsius. Yields the product FC=1C=C(C=CC1C=1N=CC(=NC1)N)C1=C(C=CC=C1)C1=NC=CN=C1 (5-(3-Fluoro-2′-pyrazin-2-ylbiphenyl-4-yl)pyrazin-2-amine). RXN SMILES: Cl[C:2]1[CH:7]=[CH:6][CH:5]=[CH:4][C:3]=1[C:8]1[CH:13]=[N:12][CH:11]=[CH:10][N:9]=1.[F:14][C:15]1[CH:20]=[C:19](B2OC(C)(C)C(C)(C)O2)[CH:18]=[CH:17][C:16]=1[C:30]1[N:31]=[CH:32][C:33]([NH2:36])=[N:34][CH:35]=1>CC(C1C=C(C(C)C)C(C2C=CC=C(P(C3CCCCC3)C3CCCCC3)C=2)=C(C(C)C)C=1)C.C1C=[C-]C(C2C(N)=CC=CC=2)=CC=1.Cl[Pd+]>[F:14][C:15]1[CH:20]=[C:19]([C:2]2[CH:7]=[CH:6][CH:5]=[CH:4][C:3]=2[C:8]2[CH:13]=[N:12][CH:11]=[CH:10][N:9]=2)[CH:18]=[CH:17][C:16]=1[C:30]1[N:31]=[CH:32][C:33]([NH2:36])=[N:34][CH:35]=1 |f:2.3.4|. Procedure details: 2-(2-Chlorophenyl)pyrazine (58 mg, 0.31 mmol), 5-(2-fluoro-4-(4,4,5,5-tetramethyl-1,3,2-dioxaborolan-2-yl)phenyl)pyrazin-2-amine (88 mg, 0.28 mmol) and chloro(2-dicyclohexylphosphino-2′,4′,6′-triisopropyl-1,1′-biphenyl)[2-(2′-amino-1,1′-biphenyl)]palladium(II) (4.4 mg, 0.0060 mmol) were placed into a sealable 5 mL vial equipped with a stir-bar. The vial was sealed, evacuated and backfilled with argon three times. To this vial was added separately deoxygenated THF (0.56 mL) and K3PO4 (1.1 mL, 0.5... Reactants: II (iodine), [BH4-].[Na+] (sodium borohydride), C1(=CC=CC=C1)C(OC(C#C)CCCCC)(C1=CC=CC=C1)C1=CC=CC=C1 (3-triphenylmethoxy-1-octyne), CC(C)=CC (2-methyl-2-butene), B(F)(F)F.CCOCC (boron trifluoride etherate). The solvent is COCCOCCOC (diglyme), O1CCCC1 (tetrahydrofuran). Conditions: time 1.5 hour. Yields the product I\C=C\C(CCCCC)OC(C1=CC=CC=C1)(C1=CC=CC=C1)C1=CC=CC=C1 (1-iodo-3-triphenylmethoxy-trans-1-octene). As a reaction SMILES: [BH4-].[Na+].CC(=CC)C.B(F)(F)F.CCOCC.[C:17]1([C:23]([C:39]2[CH:44]=[CH:43][CH:42]=[CH:41][CH:40]=2)([C:33]2[CH:38]=[CH:37][CH:36]=[CH:35][CH:34]=2)[O:24][CH:25]([CH2:28][CH2:29][CH2:30][CH2:31][CH3:32])[C:26]#[CH:27])[CH:22]=[CH:21][CH:20]=[CH:19][CH:18]=1.[I:45]I>O1CCCC1.COCCOCCOC>[I:45]/[CH:27]=[CH:26]/[CH:25]([O:24][C:23]([C:17]1[CH:18]=[CH:19][CH:20]=[CH:21][CH:22]=1)([C:33]1[CH:34]=[CH:35][CH:36]=[CH:37][CH:38]=1)[C:39]1[CH:40]=[CH:41][CH:42]=[CH:43][CH:44]=1)[CH2:28][CH2:29][CH2:30][CH2:31][CH3:32] |f:0.1,3.4|. Reported procedure: To a mixture of 0.650 g. (16.91 mmole) of sodium borohydride and 3.17 g. (45.2 mmoles) of 2-methyl-2-butene in 40 ml. of diglyme cooled to -5° C. under an inert atmosphere is added over 15 minutes 3.24 g. (22.6 mmoles) of boron trifluoride etherate and the resulting mixture is stirred at 0° C. for 2 hours. To this mixture is then added over 5 minutes 8.32 g. (22.6 mmoles) of 3-triphenylmethoxyl-1-octyne (Example 127) in 10 ml. diglyme, the cooling bath is removed, and the mixture is stirred at a... The reactants are [N+](=O)([O-])C1=C2C=CC(=NC2=CC=C1)Cl (5-nitro-2-chloroquinoline), CC1=CC=C(O1)CN (5-methyl-2-furanmethanamine), N1N=NC(=C1)C=O (1H-1,2,3-triazole-4-carbaldehyde). Yields the product CC1=CC=C(O1)CNC1=NC=2C=CC=C(C2C=C1)NCC=1NN=NC1 (N2-(5-Methyl-furan-2-ylmethyl)-N5-(3H-[1,2,3]triazol-4-ylmethyl)-quinoline-2,5-diamine). As a reaction SMILES: [N+:1]([C:4]1[CH:13]=[CH:12][CH:11]=[C:10]2[C:5]=1[CH:6]=[CH:7][C:8](Cl)=[N:9]2)([O-])=O.[CH3:15][C:16]1[O:20][C:19]([CH2:21][NH2:22])=[CH:18][CH:17]=1.[NH:23]1[CH:27]=[C:26]([CH:28]=O)[N:25]=[N:24]1>>[CH3:15][C:16]1[O:20][C:19]([CH2:21][NH:22][C:8]2[CH:7]=[CH:6][C:5]3[C:4]([NH:1][CH2:28][C:26]4[NH:25][N:24]=[N:23][CH:27]=4)=[CH:13][CH:12]=[CH:11][C:10]=3[N:9]=2)=[CH:18][CH:17]=1. Procedure: The title compound, MS: m/e=335.4 (M+H+), was prepared from 5-nitro-2-chloroquinoline, 5-methyl-2-furanmethanamine and 1H-1,2,3-triazole-4-carbaldehyde as described in example 26.